Dataset: the Open Reaction Database (ORD), a public repository of structured organic reaction records. Task: describe an organic reaction: reactants, conditions, products, and yield Reactants: NC=1SC(=CN1)C(=O)OCC (Ethyl 2-aminothiazole-5-carboxylate), CS(=O)(=O)C1=CC=C(C=C1)C(C(=O)O)CC1CCOCC1 (2-(4-methanesulfonylphenyl)-3-(tetrahydropyran-4-yl)propionic acid). The product is CS(=O)(=O)C1=CC=C(C=C1)C(C(=O)NC=1SC(=CN1)C(=O)OCC)CC1CCOCC1 (ethyl 2-[2-(4-methanesulfonylphenyl)-3-(tetrahydropyran-4-yl)propionylamino]thiazole-5-carboxylate). As a reaction SMILES: [NH2:1][C:2]1[S:3][C:4]([C:7]([O:9][CH2:10][CH3:11])=[O:8])=[CH:5][N:6]=1.[CH3:12][S:13]([C:16]1[CH:21]=[CH:20][C:19]([CH:22]([CH2:26][CH:27]2[CH2:32][CH2:31][O:30][CH2:29][CH2:28]2)[C:23](O)=[O:24])=[CH:18][CH:17]=1)(=[O:15])=[O:14]>>[CH3:12][S:13]([C:16]1[CH:17]=[CH:18][C:19]([CH:22]([CH2:26][CH:27]2[CH2:32][CH2:31][O:30][CH2:29][CH2:28]2)[C:23]([NH:1][C:2]2[S:3][C:4]([C:7]([O:9][CH2:10][CH3:11])=[O:8])=[CH:5][N:6]=2)=[O:24])=[CH:20][CH:21]=1)(=[O:15])=[O:14]. Procedure: Ethyl 2-aminothiazole-5-carboxylate (2.21 g, 12.8 mmol) was condensed with 2-(4-methanesulfonylphenyl)-3-(tetrahydropyran-4-yl)propionic acid (Preparation 41, 1.00 g, 3.2 mmol) using the procedure described for EXAMPLE 65, to give ethyl 2-[2-(4-methanesulfonylphenyl)-3-(tetrahydropyran-4-yl)propionylamino]thiazole-5-carboxylate: m/z (ES+)=508.3 [M+MeCN+H]+. LiOH.H2O (410 mg, 9.8 mmol) was added to a solution of this ester (1.44 g, 3.1 mmol) in THF-H2O (3:1, 30 mL). The mixture was stirred at 20°... Reactants: CC(C[C@@H](COC=1C(=CC2=C(N(C(C3=CN=CC=C23)=O)C)C1)C=C)NC(OC(C)(C)C)=O)C ((S)-tert-butyl (4-methyl-1-((6-methyl-5-oxo-9-vinyl-5,6-dihydrobenzo[c][2,7]naphthyridin-8-yl)oxy)pentan-2-yl)carbamate), [H][H] (hydrogen). Reagents/catalysts: [Pd] (palladium on carbon). The solvent is CO (MeOH), C(C)(=O)OCC (ethyl acetate). Yields the product C(C)C1=CC2=C(N(C(C3=CN=CC=C23)=O)C)C=C1OC[C@H](CC(C)C)NC(OC(C)(C)C)=O ((S)-tert-butyl (1-((9-ethyl-6-methyl-5-oxo-5,6-dihydrobenzo[c][2,7]naphthyridin-8-yl)oxy)-4-methylpentan 2-yl)carbamate). Isolated yield 40.1%. As a reaction SMILES: [CH3:1][CH:2]([CH3:33])[CH2:3][C@H:4]([NH:25][C:26](=[O:32])[O:27][C:28]([CH3:31])([CH3:30])[CH3:29])[CH2:5][O:6][C:7]1[C:8]([CH:23]=[CH2:24])=[CH:9][C:10]2[C:19]3[C:14](=[CH:15][N:16]=[CH:17][CH:18]=3)[C:13](=[O:20])[N:12]([CH3:21])[C:11]=2[CH:22]=1.[H][H]>[Pd].CO.C(OCC)(=O)C>[CH2:23]([C:8]1[C:7]([O:6][CH2:5][C@@H:4]([NH:25][C:26](=[O:32])[O:27][C:28]([CH3:29])([CH3:30])[CH3:31])[CH2:3][CH:2]([CH3:1])[CH3:33])=[CH:22][C:11]2[N:12]([CH3:21])[C:13](=[O:20])[C:14]3[C:19]([C:10]=2[CH:9]=1)=[CH:18][CH:17]=[N:16][CH:15]=3)[CH3:24]. Procedure details: A mixture of (S)-tert-butyl (4-methyl-1-((6-methyl-5-oxo-9-vinyl-5,6-dihydrobenzo[c][2,7]naphthyridin-8-yl)oxy)pentan-2-yl)carbamate (0.15 g, 0.332 mmol) and palladium on carbon (0.075 g, 0.070 mmol) in MeOH (3 mL) and ethyl acetate (3 mL) was stirred at RT under a balloon of hydrogen gas for 24 h. The reaction mixture was filtered through diatomaceous earth (Celite®) and the filtrate was concentrated under reduced pressure. The residue was purified by prep TLC (60% ethyl acetate and petroleum e... Reactants: CO (methanol), C(C)OC(=O)C=1N=CC=2NC3=CC=CC(=C3C2C1COC)CC1=CC=C(C=C1)Cl (5-(4-chlorobenzyl)-4-methoxymethyl-β-carboline-3-carboxylic acid ethyl ester), solution, [H-].C(C(C)C)[Al+]CC(C)C (diisobutylaluminiumhydride), C(=O)([O-])C(O)C(O)C(=O)[O-].[Na+].[K+] (potassium sodium tartrate). The solvent is C1(=CC=CC=C1)C (toluene), C1(=CC=CC=C1)C (toluene). Reaction conditions: temperature -75 celsius, time 10 minute. The product is ClC1=CC=C(CC2=C3C=4C(=C(N=CC4NC3=CC=C2)CO)COC)C=C1 (5-(4-chlorobenzyl)-4-methoxymethyl-β-carboline-3-methanol). The yield is 20.1%. Reaction SMILES: C([O:3][C:4]([C:6]1[N:7]=[CH:8][C:9]2[NH:10][C:11]3[C:16]([C:17]=2[C:18]=1[CH2:19][O:20][CH3:21])=[C:15]([CH2:22][C:23]1[CH:28]=[CH:27][C:26]([Cl:29])=[CH:25][CH:24]=1)[CH:14]=[CH:13][CH:12]=3)=O)C.[H-].C([Al+]CC(C)C)C(C)C.CO.C(C(C(C([O-])=O)O)O)([O-])=O.[Na+].[K+]>C1(C)C=CC=CC=1>[Cl:29][C:26]1[CH:25]=[CH:24][C:23]([CH2:22][C:15]2[CH:14]=[CH:13][CH:12]=[C:11]3[C:16]=2[C:17]2[C:18]([CH2:19][O:20][CH3:21])=[C:6]([CH2:4][OH:3])[N:7]=[CH:8][C:9]=2[NH:10]3)=[CH:28][CH:27]=1 |f:1.2,4.5.6|. Reported procedure: 0.5 g (0.00122 mol) of 5-(4-chlorobenzyl)-4-methoxymethyl-β-carboline-3-carboxylic acid ethyl ester is dissolved in 13 ml of toluene. To the solution cooled to -75° C. 2.3 ml of a 1,2-molar solution of diisobutylaluminiumhydride in toluene is slowly instilled under argon. It is stirred for 10 minutes more at -75° C., then for one hour at room temperature. 0.9 ml of methanol is slowly instilled to the reaction mixture again cooled to -75° C., it is stirred 10 minutes more, then 1.5 ml of a satura... The reactants are CN1N=CC(=C1)N (1-methyl-1H-pyrazol-4-amine), ClC1=NC=C(C(=N1)Cl)F (2,4-dichloro-5-fluoropyrimidine), N[C@H]1[C@H]([C@@H]2C=C[C@H]1C2)C(=O)N ((+/−)-(1S,2S,3R,4R)-3-aminobicyclo[2.2.1]hept-5-ene-2-carboxamide), ClC1=NC=C(C(=N1)Cl)Cl (2,4,5-trichloropyrimidine). The product is ClC=1C(=NC(=NC1)NC=1C=NN(C1)CCC1=CC=CC=C1)N[C@H]1[C@H]([C@@H]2C=C[C@H]1C2)C(=O)N ((1S,2S,3R,4R)-3-[(5-chloro-2-{[1-(2-phenylethyl)-1H-pyrazol-4-yl]amino}pyrimidin-4-yl)amino]bicyclo[2.2.1]hept-5-ene-2-carboxamide). RXN SMILES: [CH3:1][N:2]1[CH:6]=[C:5]([NH2:7])[CH:4]=[N:3]1.[NH2:8][C@@H:9]1[C@@H:14]2[CH2:15][C@@H:11]([CH:12]=[CH:13]2)[C@@H:10]1[C:16]([NH2:18])=[O:17].Cl[C:20]1[N:25]=[C:24](Cl)[C:23]([Cl:27])=[CH:22][N:21]=1.ClC1N=[C:33](Cl)[C:32](F)=[CH:31]N=1>>[Cl:27][C:23]1[C:22]([NH:8][C@@H:9]2[C@@H:14]3[CH2:15][C@@H:11]([CH:12]=[CH:13]3)[C@@H:10]2[C:16]([NH2:18])=[O:17])=[N:21][C:20]([NH:7][C:5]2[CH:4]=[N:3][N:2]([CH2:1][CH2:33][C:32]3[CH:31]=[CH:11][CH:10]=[CH:9][CH:14]=3)[CH:6]=2)=[N:25][CH:24]=1. Procedure details: The title compound was prepared as described in Example 1, substituting 1-(2-phenylethyl)-1H-pyrazol-4-amine for 1-methyl-1H-pyrazol-4-amine in Example 1B along with substitution of (+)-(1S,2S,3R,4R)-3-aminobicyclo[2.2.1]hept-5-ene-2-carboxamide for (+/−)-(1S,2S,3R,4R)-3-aminobicyclo[2.2.1]hept-5-ene-2-carboxamide and 2,4,5-trichloropyrimidine for 2,4-dichloro-5-fluoropyrimidine in Example 1A. 1H NMR (300 MHz, DMSO-d6) ppm 1.40 (d, J=8.72 Hz, 1H) 2.09 (d, J=8.72 Hz, 1H) 2.74 (s, 1H) 2.88 (s, 1H)... The reactants are BrC1=CC2=C(C=3CN(C(C3C=C2)=O)C)C=C1 (7-bromo-2-methyl-1,2-dihydro-3H-benzo[e]isoindol-3-one), C(C1=CC=CC=C1)(C1=CC=CC=C1)(C1=CC=CC=C1)N1C=NC(=C1)C(CC)=O (1-(1-trityl-1H-imidazol-4-yl)-1-propanone). Yields the product OC(CC)(C=1N=CNC1)C1=CC2=C(C=3CN(C(C3C=C2)=O)C)C=C1 (7-[1-hydroxy-1-(1H-imidazol-4-yl)propyl]-2-methyl-1,2-dihydro-3H-benzo[e]isoindol-3-one). Isolated yield 67.1%. Reaction SMILES: Br[C:2]1[CH:16]=[CH:15][C:5]2[C:6]3[CH2:7][N:8]([CH3:14])[C:9](=[O:13])[C:10]=3[CH:11]=[CH:12][C:4]=2[CH:3]=1.C([N:36]1[CH:40]=[C:39]([C:41](=[O:44])[CH2:42][CH3:43])[N:38]=[CH:37]1)(C1C=CC=CC=1)(C1C=CC=CC=1)C1C=CC=CC=1>>[OH:44][C:41]([C:2]1[CH:16]=[CH:15][C:5]2[C:6]3[CH2:7][N:8]([CH3:14])[C:9](=[O:13])[C:10]=3[CH:11]=[CH:12][C:4]=2[CH:3]=1)([C:39]1[N:38]=[CH:37][NH:36][CH:40]=1)[CH2:42][CH3:43]. Reported procedure: By the reaction in the same manner as in Example 18 using 7-bromo-2-methyl-1,2-dihydro-3H-benzo[e]isoindol-3-one (0.14 g) and 1-(1-trityl-1H-imidazol-4-yl)-1-propanone (0.17 g), the title compound (0.10 g) was obtained.